From a dataset of the Open Reaction Database (ORD), a public repository of structured organic reaction records. describe an organic reaction: reactants, conditions, products, and yield Reactants: FC(C(=O)O)(F)F.C(C1=CC=CC=C1)OC(C[C@H](C(=O)N[C@@H](C(C)(C)C)C(NC)=O)N)=O (3(R)-amino-N-(2,2-dimethyl-1(S)-(methylcarbamoyl)propyl)succinamic acid benzyl ester trifluoroacetate salt), C(C=C)OC(C[C@H](C(=O)N[C@@H](C(C)(C)C)C(NC)=O)NC(=O)OC(C)(C)C)=O (3(R)-(t-butoxycarbonylamino)-N-(2,2-dimethyl-1(S)-(methylcarbamoyl)propyl)succinamic acid allyl ester). Solvent: CO.C(Cl)(Cl)Cl (MeOH CHCl3). Run at time 2 hour. The product is FC(C(=O)O)(F)F.C(C=C)OC(C[C@H](C(=O)N[C@@H](C(C)(C)C)C(NC)=O)N)=O (3(R)-amino-N-(2,2-dimethyl-1(S)-(methylcarbamoyl)propyl)succinamic acid allyl ester trifluoroacetate salt). Isolated yield 87.0%. As a reaction SMILES: [F:1][C:2]([F:7])([F:6])[C:3]([OH:5])=[O:4].[CH2:8]([O:15][C:16](=[O:32])[CH2:17][C@@H:18]([NH2:31])[C:19]([NH:21][C@H:22]([C:27](=[O:30])[NH:28][CH3:29])[C:23]([CH3:26])([CH3:25])[CH3:24])=[O:20])[C:9]1C=CC=C[CH:10]=1.C(OC(=O)C[C@@H](NC(OC(C)(C)C)=O)C(N[C@H](C(=O)NC)C(C)(C)C)=O)C=C>CO.C(Cl)(Cl)Cl>[F:1][C:2]([F:7])([F:6])[C:3]([OH:5])=[O:4].[CH2:8]([O:15][C:16](=[O:32])[CH2:17][C@@H:18]([NH2:31])[C:19]([NH:21][C@H:22]([C:27](=[O:30])[NH:28][CH3:29])[C:23]([CH3:24])([CH3:25])[CH3:26])=[O:20])[CH:9]=[CH2:10] |f:0.1,3.4,5.6|. Procedure: As described in Example 1(b) for the preparation of 3(R)-amino-N-(2,2-dimethyl-1(S)-(methylcarbamoyl)propyl)succinamic acid benzyl ester trifluoroacetate salt, crude 3(R)-(t-butoxycarbonylamino)-N-(2,2-dimethyl-1(S)-(methylcarbamoyl)propyl)succinamic acid allyl ester was deprotected after 2 hours. Flash column chromatography with 0.5% TFA17% MeOH/CHCl3 gave 2.46 g (87%) of 3(R)-amino-N-(2,2-dimethyl-1(S)-(methylcarbamoyl)propyl)succinamic acid allyl ester trifluoroacetate salt as a colorless foa... Starting materials: C1(=CC=CC=C1)CN1[C@H](C(=O)OCC)CCC1 (Ethyl 1-(phenylmethyl)-L-prolinate), [OH-].[Na+] (sodium hydroxide), Cl (HCl). Solvent: C1CCOC1 (THF), CCO (EtOH), O (H2O). Run at time 8 hour. Yields the product Cl.C1(=CC=CC=C1)CN1[C@H](C(=O)O)CCC1 (1-(phenylmethyl)-L-proline hydrochloride). Yield: 97.0%. Reaction SMILES: [C:1]1([CH2:7][N:8]2[CH2:17][CH2:16][CH2:15][C@H:9]2[C:10]([O:12]CC)=[O:11])[CH:6]=[CH:5][CH:4]=[CH:3][CH:2]=1.[OH-].[Na+].[ClH:20]>C1COCC1.CCO.O>[ClH:20].[C:1]1([CH2:7][N:8]2[CH2:17][CH2:16][CH2:15][C@H:9]2[C:10]([OH:12])=[O:11])[CH:2]=[CH:3][CH:4]=[CH:5][CH:6]=1 |f:1.2,7.8|. Procedure: Ethyl 1-(phenylmethyl)-L-prolinate (13.20 g, 56.57 mmol) was dissolved in a mixture of THF (40 mL), EtOH (40 mL) and H2O (16 mL). To this solution was added solid sodium hydroxide (6.789 g, 169.73 mmol), and the mixture was stirred at room temperature overnight. The solution was adjusted to pH 2 with 1N aq. HCl and then extracted with CH2Cl2 (3×50 mL). The combined organic layers were dried over Na2SO4, filtered, and concentrated in vacuo, and the resulting crude product was 1-(phenylmethyl)-L-p... Reactants: COC1=C(C=C(C=C1)[N+](=O)[O-])N1CCOCC1 (4-(2-Methoxy-5-nitro-phenyl)-morpholine). The solvent is C(C)O (ethanol). Run at time 14 hour. The product is COC1=C(C=C(C=C1)N)N1CCOCC1 (4-methoxy-3-morpholin-4-yl-phenylamine). The yield is 70.4%. As a reaction SMILES: [CH3:1][O:2][C:3]1[CH:8]=[CH:7][C:6]([N+:9]([O-])=O)=[CH:5][C:4]=1[N:12]1[CH2:17][CH2:16][O:15][CH2:14][CH2:13]1>C(O)C>[CH3:1][O:2][C:3]1[CH:8]=[CH:7][C:6]([NH2:9])=[CH:5][C:4]=1[N:12]1[CH2:17][CH2:16][O:15][CH2:14][CH2:13]1. Procedure: 4-(2-Methoxy-5-nitro-phenyl)-morpholine (w, 390 mg) was dissolved in 10 mL ethanol and reduced under 1 atm H2 using 10% Pd—C as a catalyst. After 14 hours, the catalyst was filtered off and the solvent was evaporated, affording 240 mg 4-methoxy-3-morpholin-4-yl-phenylamine (x) which was used without further purification: m/e: 208.12, MS (ES+): 209.2. The reactants are C1(=CC=CC=C1)SCCO (2-(phenylthio)ethanol), concentrated aqueous mixture, [Na] (sodium), potassium hydroxides, C(C=C)#N (acrylonitrile), S(O)(O)(=O)=O (sulphuric acid). Solvent: C(C)(=O)OCC (ethyl acetate). Run at time 2 hour. Product: C1(=CC=CC=C1)SCCOCCC#N (3-[2'-(phenylthio)-ethoxy]propionitrile). Isolated yield 88.4%. Reaction SMILES: [C:1]1([S:7][CH2:8][CH2:9][OH:10])[CH:6]=[CH:5][CH:4]=[CH:3][CH:2]=1.[Na].[C:12](#[N:15])[CH:13]=[CH2:14].S(=O)(=O)(O)O>C(OCC)(=O)C>[C:1]1([S:7][CH2:8][CH2:9][O:10][CH2:14][CH2:13][C:12]#[N:15])[CH:6]=[CH:5][CH:4]=[CH:3][CH:2]=1 |^1:10|. Procedure: a well defined print in a full yellow shade is obtained with no staining on adjacent white carpet. The wash off liquor contains a negligible quantity of colour. The 3-[2'-(phenylthio)ethoxy]propionitrile used as printing assistant in the above Example 4 is prepared as follows: 15.4 g 2-(phenylthio)ethanol and 0.3 g of a concentrated aqueous mixture of sodium and potassium hydroxides are stirred at room temperature and treated with 6.0 g acrylonitrile over a period of 2 hours. The temperature is ... Starting materials: Br.NC1=C(C(=O)O)C=CC=C1O (2-amino-3-hydroxybenzoic acid hydrobromide), C(OCC)(OCC)OCC (triethyl orthoformate), C1(=CC=C(C=C1)S(=O)(=O)[O-])C.[NH+]1=CC=CC=C1 (pyridinium p-toluenesulfonate), xylenes. Yields the product O1C=NC=2C1=CC=CC2C(=O)O (benzoxazole-4-carboxylic acid). Yield: 100.6%. RXN SMILES: Br.[NH2:2][C:3]1[C:11]([OH:12])=[CH:10][CH:9]=[CH:8][C:4]=1[C:5]([OH:7])=[O:6].[CH:13](OCC)(OCC)OCC.C1(C)C=CC(S([O-])(=O)=O)=CC=1.[NH+]1C=CC=CC=1>>[O:12]1[C:11]2=[CH:10][CH:9]=[CH:8][C:4]([C:5]([OH:7])=[O:6])=[C:3]2[N:2]=[CH:13]1 |f:0.1,3.4|. Procedure: A mixture of 2-amino-3-hydroxybenzoic acid hydrobromide (300 mg, 1.28 mmol), triethyl orthoformate (0.85 mL, 5.1 mmol), pyridinium p-toluenesulfonate (64 mg, 0.26 mmol) and xylenes (15 mL) was refluxed for 4 h. The reaction mixture was cooled to room temperature and concentrated under reduced pressure to afford the benzoxazole-4-carboxylic acid (210 mg, quantitative) as a light yellow solid: 1H NMR (300 MHz, DMSO-d6) δ 13.12 (s, 1H), 8.86 (s, 1H), 8.03 (dd, J=8.1, 0.9 Hz, 1H), 7.92 (dd, J=8.1, 0... Yields the product C(C1=CC=CC=C1)N1CCN(CC1)C1=NC=CC=C1NC(C)(C)C#N (1Benzyl-4-[3-(1-cyano-1-methylethylamino)pyridyl]piperazine). Run in CO (methanol), C(C)(=O)OCC.CCCCCC (ethyl acetate hexane). Reactants: [OH-].[Na+] (sodium hydroxide), NC=1C=C2C=C(NC2=CC1)N1C(CN(CC1)C1=NC=CC=C1NC(C)C)=C=O (5-Aminoindolyl -2-carbonyl -4-[3-(1-methylethyl amino)-2-pyridinyl]piperazine), CC(=O)C (Acetone), C[Si](C)(C)C#N (trimethylsilylcyanide), C(C)(=O)O (acetic acid). Procedure details: The 1-[5-Aminoindolyl -2-carbonyl -4-[3-(1-methylethyl amino)-2-pyridinyl]piperazine (EXAMPLE 7, 11.68 g, 43.51 mmol) is dissolved in 130 ml methanol and 130 ml acetic acid. Acetone (25.6 ml, 348.1 mmol) and trimethylsilylcyanide (46.4 ml, 348.1 mmol) are added and the mixture is stirred twenty hours. The solution is poured into cold aqueous sodium hydroxide solution, stirring vigorously, to give a basic solution. The aqueous solution is then extracted with ethyl acetate, the organic extract is ... RXN SMILES: N[C:2]1C=[C:4]2[C:8](=[CH:9][CH:10]=1)N[C:6]([N:11]1[CH2:16][CH2:15][N:14]([C:17]3[C:22]([NH:23]C(C)C)=[CH:21][CH:20]=[CH:19][N:18]=3)[CH2:13][C:12]1=C=O)=[CH:5]2.[CH3:29]C(C)=O.C[Si]([C:37]#[N:38])(C)C.[OH-].[Na+].[C:41](O)(=O)[CH3:42]>CO.C(OCC)(=O)C.CCCCCC>[CH2:6]([N:11]1[CH2:12][CH2:13][N:14]([C:17]2[C:22]([NH:23][C:41]([C:37]#[N:38])([CH3:42])[CH3:29])=[CH:21][CH:20]=[CH:19][N:18]=2)[CH2:15][CH2:16]1)[C:5]1[CH:2]=[CH:10][CH:9]=[CH:8][CH:4]=1 |f:3.4,7.8|.